Dataset: the Open Reaction Database (ORD), a public repository of structured organic reaction records. Task: describe an organic reaction: reactants, conditions, products, and yield Starting materials: BrCc1ccccc1, O=C([O-])[O-], CC(C)=O, Cl, [K+], [K+], COC(=O)c1ccc(O)cc1O. The product is COC(=O)c1ccc(OCc2ccccc2)cc1O. Reaction SMILES: [Br:19][CH2:20][c:21]1[cH:22][cH:23][cH:24][cH:25][cH:26]1.[C:13](=[O:14])([O-:15])[O-:16].[CH3:28][C:29](=[O:30])[CH3:31].[ClH:27].[K+:17].[K+:18].[OH:1][c:2]1[c:3]([C:4](=[O:5])[O:6][CH3:7])[cH:8][cH:9][c:10]([OH:12])[cH:11]1>>[OH:1][c:2]1[c:3]([C:4](=[O:5])[O:6][CH3:7])[cH:8][cH:9][c:10]([O:12][CH2:20][c:21]2[cH:22][cH:23][cH:24][cH:25][cH:26]2)[cH:11]1. Procedure details: In the same apparatus and procedure as Example 1 above, 0.23 g (0.78 mmol) of tetrabutylphosphonium chloride, 1.00 g (7.90 mmol) of benzyl chloride, and 3.21 g (23.7 mmol) of trichlorosilane were reacted at 130° C. for 4 hrs. The resulting mixture was distilled to give 1.48 g of benzyltrichlorosilane (yield; 83%). Reactants: C(C1=CC=CC=C1)Cl (benzyl chloride), Cl[SiH](Cl)Cl (trichlorosilane). Product: C(C1=CC=CC=C1)[Si](Cl)(Cl)Cl (benzyltrichlorosilane). As a reaction SMILES: [CH2:1](Cl)[C:2]1[CH:7]=[CH:6][CH:5]=[CH:4][CH:3]=1.[Cl:9][SiH:10]([Cl:12])[Cl:11]>[Cl-].C([P+](CCCC)(CCCC)CCCC)CCC>[CH2:1]([Si:10]([Cl:12])([Cl:11])[Cl:9])[C:2]1[CH:7]=[CH:6][CH:5]=[CH:4][CH:3]=1 |f:2.3|. Reagents/catalysts: [Cl-].C(CCC)[P+](CCCC)(CCCC)CCCC (tetrabutylphosphonium chloride). Yield: 83.1%. The reactants are COc1ccc(OCCBr)cc1OC, CCOC(C)=O, O=C(CCCCC(c1ccc(F)cc1)c1ccc(F)cc1)N1CCNCC1, [K+], [K+], O=C([O-])[O-], CN(C)C=O. The product is COc1ccc(OCCN2CCN(C(=O)CCCCC(c3ccc(F)cc3)c3ccc(F)cc3)CC2)cc1OC. Reaction SMILES: [Br:1][CH2:2][CH2:3][O:4][c:5]1[cH:6][c:7]([O:13][CH3:14])[c:8]([O:11][CH3:12])[cH:9][cH:10]1.[CH3:48][CH2:49][O:50][C:51]([CH3:52])=[O:53].[F:15][c:16]1[cH:17][cH:18][c:19]([CH:22]([CH2:23][CH2:24][CH2:25][CH2:26][C:27](=[O:28])[N:29]2[CH2:30][CH2:31][NH:32][CH2:33][CH2:34]2)[c:35]2[cH:36][cH:37][c:38]([F:41])[cH:39][cH:40]2)[cH:20][cH:21]1.[K+:42].[K+:43].[O-:44][C:45]([O-:46])=[O:47].[O:54]=[CH:55][N:56]([CH3:57])[CH3:58]>>[CH2:2]([CH2:3][O:4][c:5]1[cH:6][c:7]([O:13][CH3:14])[c:8]([O:11][CH3:12])[cH:9][cH:10]1)[N:32]1[CH2:31][CH2:30][N:29]([C:27]([CH2:26][CH2:25][CH2:24][CH2:23][CH:22]([c:19]2[cH:18][cH:17][c:16]([F:15])[cH:21][cH:20]2)[c:35]2[cH:36][cH:37][c:38]([F:41])[cH:39][cH:40]2)=[O:28])[CH2:34][CH2:33]1. Conditions: time 8 hour. Reported procedure: A solution of triphenylphosphine (1.82 g) in tetrahydrofuran was added dropwise to a stirred solution of N-chlorosuccinimide (1.08 g) in tetrahydrofuran. After 10 minutes a solution of tert butyl 2-(2,3-dihydro-6-hydroxymethyl-4-oxo-5-phenyl-4H-1,3-oxazin-3-yl)-2-methylpropanoate (2.0 g) in tetrahydrofuran was added. The mixture was stirred overnight and partitioned between ether and water, and the organic phase washed (brine), dried (magnesium sulphate) and evaporated. The residue was purified ... RXN SMILES: C1(P(C2C=CC=CC=2)C2C=CC=CC=2)C=CC=CC=1.[Cl:20]N1C(=O)CCC1=O.O[CH2:29][C:30]1[O:35][CH2:34][N:33]([C:36]([CH3:45])([CH3:44])[C:37]([O:39][C:40]([CH3:43])([CH3:42])[CH3:41])=[O:38])[C:32](=[O:46])[C:31]=1[C:47]1[CH:52]=[CH:51][CH:50]=[CH:49][CH:48]=1>O1CCCC1>[Cl:20][CH2:29][C:30]1[O:35][CH2:34][N:33]([C:36]([CH3:45])([CH3:44])[C:37]([O:39][C:40]([CH3:43])([CH3:42])[CH3:41])=[O:38])[C:32](=[O:46])[C:31]=1[C:47]1[CH:52]=[CH:51][CH:50]=[CH:49][CH:48]=1. Product: ClCC1=C(C(N(CO1)C(C(=O)OC(C)(C)C)(C)C)=O)C1=CC=CC=C1 (tert butyl 2-(6-chloromethyl-2,3-dihydro-4-oxo-5-phenyl-4H-1,3-oxazin-3-yl)-2-methylpropanoate). The solvent is O1CCCC1 (tetrahydrofuran), O1CCCC1 (tetrahydrofuran), O1CCCC1 (tetrahydrofuran). The yield is 70.7%. Reactants: OCC1=C(C(N(CO1)C(C(=O)OC(C)(C)C)(C)C)=O)C1=CC=CC=C1 (tert butyl 2-(2,3-dihydro-6-hydroxymethyl-4-oxo-5-phenyl-4H-1,3-oxazin-3-yl)-2-methylpropanoate), C1(=CC=CC=C1)P(C1=CC=CC=C1)C1=CC=CC=C1 (triphenylphosphine), ClN1C(CCC1=O)=O (N-chlorosuccinimide). Reactants: COC1=CC=C(C(=O)N[C@H]2CN(CCC2)C=2N=C(C(=NC2)C(=O)N)NC2=CC=C(C=C2)C2CCNCC2)C=C1 ((R)-5-(3-(4-methoxybenzamido)piperidin-1-yl)-3-(4-(piperidin-4-yl)phenylamino)pyrazine-2-carboxamide), C(CC)(=O)Cl (propionyl chloride), CCN(C(C)C)C(C)C (DIEA). The solvent is CN1CCCC1=O (NMP). The product is COC1=CC=C(C(=O)N[C@H]2CN(CCC2)C=2N=C(C(=NC2)C(=O)N)NC2=CC=C(C=C2)C2CCN(CC2)C(CC)=O)C=C1 ((R)-5-(3-(4-methoxybenzamido)piperidin-1-yl)-3-(4-(1-propionylpiperidin-4-yl)phenylamino)pyrazine-2-carboxamide), Cl (HCl). Reaction SMILES: [CH3:1][O:2][C:3]1[CH:39]=[CH:38][C:6]([C:7]([NH:9][C@@H:10]2[CH2:15][CH2:14][CH2:13][N:12]([C:16]3[N:17]=[C:18]([NH:25][C:26]4[CH:31]=[CH:30][C:29]([CH:32]5[CH2:37][CH2:36][NH:35][CH2:34][CH2:33]5)=[CH:28][CH:27]=4)[C:19]([C:22]([NH2:24])=[O:23])=[N:20][CH:21]=3)[CH2:11]2)=[O:8])=[CH:5][CH:4]=1.CCN(C(C)C)C(C)C.[C:49]([Cl:53])(=[O:52])[CH2:50][CH3:51]>CN1C(=O)CCC1>[CH3:1][O:2][C:3]1[CH:4]=[CH:5][C:6]([C:7]([NH:9][C@@H:10]2[CH2:15][CH2:14][CH2:13][N:12]([C:16]3[N:17]=[C:18]([NH:25][C:26]4[CH:31]=[CH:30][C:29]([CH:32]5[CH2:37][CH2:36][N:35]([C:49](=[O:52])[CH2:50][CH3:51])[CH2:34][CH2:33]5)=[CH:28][CH:27]=4)[C:19]([C:22]([NH2:24])=[O:23])=[N:20][CH:21]=3)[CH2:11]2)=[O:8])=[CH:38][CH:39]=1.[ClH:53]. Procedure details: Compound 163 (50 mg, 0.085 mmol) was dissolved in 3 mL NMP. To it were added DIEA (74 μL, 0.425 mmol) and then propionyl chloride (23 mg, 0.255 mmol). The reaction was quenched in 10 m using TFA (0.2 mL). The mixture was directly subjected to reverse phase preparative HPLC to isolate (R)-5-(3-(4-methoxybenzamido)piperidin-1-yl)-3-(4-(1-propionylpiperidin-4-yl)phenylamino)pyrazine-2-carboxamide (170) as HCl salt. MS found for C32H39N7O4 as (M+H)+ 586.2, (M−H)− 584.4. UV: λ=257, 279, 304, 335, 372... The reactants are methyl (S)-2-amino-3-tert-butoxy-carbonyl-aminopropanoate hydrochloride, ICC (iodoethane), C(C)(C)(C)OC(=O)NC[C@@H](C(=O)OC)NCC (methyl (S)-3-tert-butoxycarbonylamino-2-ethylaminopropanoate). The product is C(C)(C)(C)OC(=O)NC[C@](C(=O)OC)(CC)N (Methyl (S)-3-tert-butoxycarbonylamino-2-ethyl-aminopropanoate). Procedure details: In a manner similar to Example 1-1, starting from 500 mg (2 mmol) of methyl (S)-2-amino-3-tert-butoxy-carbonyl-aminopropanoate hydrochloride and from 870 mg (6.3 mmol) of iodoethane, 192 mg (40%) of methyl (S)-3-tert-butoxycarbonylamino-2-ethylaminopropanoate are obtained in the form of a yellow oil. RXN SMILES: I[CH2:2][CH3:3].[C:4]([O:8][C:9]([NH:11][CH2:12][C@H:13]([NH:18]CC)[C:14]([O:16][CH3:17])=[O:15])=[O:10])([CH3:7])([CH3:6])[CH3:5]>>[C:4]([O:8][C:9]([NH:11][CH2:12][C@@:13]([NH2:18])([CH2:2][CH3:3])[C:14]([O:16][CH3:17])=[O:15])=[O:10])([CH3:7])([CH3:6])[CH3:5]. Reactants: Cl.C(C)(C)OC=1C=C(C=CC1)[C@H](C)N ((S)-1-(3-isopropoxyphenyl)ethanamine hydrochloride), ClC1=C(CN2C(=C(C3=CC(=CC=C23)C(=O)O)C)C)C=C(C=C1)O[C@H](C(=O)OC)C ((S)-1-(2-chloro-5-((1-methoxy-1-oxopropan-2-yl)oxy)benzyl)-2,3-dimethyl-1H-indole-5-carboxylic acid). Yields the product C(C)(C)OC=1C=C(C=CC1)[C@H](C)NC(=O)C=1C=C2C(=C(N(C2=CC1)CC=1C=C(O[C@H](C(=O)OC)C)C=CC1Cl)C)C ((S)-Methyl 2-(3-((5-(((S)-1-(3-isopropoxyphenyl)ethyl)carbamoyl)-2,3-dimethyl-1H-indol-1-yl)methyl)-4-chlorophenoxy)propanoate). As a reaction SMILES: Cl.[CH:2]([O:5][C:6]1[CH:7]=[C:8]([C@@H:12]([NH2:14])[CH3:13])[CH:9]=[CH:10][CH:11]=1)([CH3:4])[CH3:3].[Cl:15][C:16]1[CH:36]=[CH:35][C:34]([O:37][C@@H:38]([CH3:43])[C:39]([O:41][CH3:42])=[O:40])=[CH:33][C:17]=1[CH2:18][N:19]1[C:27]2[C:22](=[CH:23][C:24]([C:28](O)=[O:29])=[CH:25][CH:26]=2)[C:21]([CH3:31])=[C:20]1[CH3:32]>>[CH:2]([O:5][C:6]1[CH:7]=[C:8]([C@@H:12]([NH:14][C:28]([C:24]2[CH:23]=[C:22]3[C:27](=[CH:26][CH:25]=2)[N:19]([CH2:18][C:17]2[CH:33]=[C:34]([CH:35]=[CH:36][C:16]=2[Cl:15])[O:37][C@@H:38]([CH3:43])[C:39]([O:41][CH3:42])=[O:40])[C:20]([CH3:32])=[C:21]3[CH3:31])=[O:29])[CH3:13])[CH:9]=[CH:10][CH:11]=1)([CH3:4])[CH3:3] |f:0.1|. Procedure details: The title compound was prepared following the same protocol as described in Step 5, Example 36, using the (S)-1-(3-isopropoxyphenyl)ethanamine hydrochloride instead of the (S)-1-(3-cyclopropylphenyl)ethanamine hydrochloride the (S)-1-(2-chloro-5-((1-methoxy-1-oxopropan-2-yl)oxy)benzyl)-2,3-dimethyl-1H-indole-5-carboxylic acid instead of the 1-(4-(2-methoxy-2-oxoethoxy)benzyl)-2,3-dimethyl-1H-indole-5-carboxylic acid. The reactants are CCCn1nnc(N)n1, O=C(Cl)C(c1ccccc1)c1ccccc1. Product: CCCn1nnc(NC(=O)C(c2ccccc2)c2ccccc2)n1. As a reaction SMILES: [NH2:1][c:2]1[n:3][n:4][n:5]([CH2:7][CH2:8][CH3:9])[n:6]1.[c:10]1([CH:16]([C:17](=[O:18])[Cl:19])[c:20]2[cH:21][cH:22][cH:23][cH:24][cH:25]2)[cH:11][cH:12][cH:13][cH:14][cH:15]1>>[NH:1]([c:2]1[n:3][n:4][n:5]([CH2:7][CH2:8][CH3:9])[n:6]1)[C:17]([CH:16]([c:10]1[cH:11][cH:12][cH:13][cH:14][cH:15]1)[c:20]1[cH:21][cH:22][cH:23][cH:24][cH:25]1)=[O:18]. Reactants: C(C)OC1=C(OCCNC(CC=2C=C3CCN(C3=C(C2)C(N)=O)CCCC(=O)OCC)C)C=CC=C1 (ethyl 4-[5-[2-[2-(2-ethoxyphenoxy)ethylamino]propyl]-7-carbamoylindolin-1-yl]butyrate), [OH-].[Na+] (sodium hydroxide). Run in C(C)O (ethanol). Run at time 6 hour. Product: C(C)OC1=C(OCCNC(CC=2C=C3CCN(C3=C(C2)C(N)=O)CCCC(=O)[O-])C)C=CC=C1.[Na+] (sodium 4-[5-[2-[2-(2-ethoxyphenoxy)ethylamino]propyl]-7-carbamoylindolin-1-yl]butyrate). Reaction SMILES: [CH2:1]([O:3][C:4]1[CH:36]=[CH:35][CH:34]=[CH:33][C:5]=1[O:6][CH2:7][CH2:8][NH:9][CH:10]([CH3:32])[CH2:11][C:12]1[CH:13]=[C:14]2[C:18](=[C:19]([C:21](=[O:23])[NH2:22])[CH:20]=1)[N:17]([CH2:24][CH2:25][CH2:26][C:27]([O:29]CC)=[O:28])[CH2:16][CH2:15]2)[CH3:2].[OH-].[Na+:38]>C(O)C>[CH2:1]([O:3][C:4]1[CH:36]=[CH:35][CH:34]=[CH:33][C:5]=1[O:6][CH2:7][CH2:8][NH:9][CH:10]([CH3:32])[CH2:11][C:12]1[CH:13]=[C:14]2[C:18](=[C:19]([C:21](=[O:23])[NH2:22])[CH:20]=1)[N:17]([CH2:24][CH2:25][CH2:26][C:27]([O-:29])=[O:28])[CH2:16][CH2:15]2)[CH3:2].[Na+:38] |f:1.2,4.5|. Procedure: To a solution of ethyl 4-[5-[2-[2-(2-ethoxyphenoxy)ethylamino]propyl]-7-carbamoylindolin-1-yl]butyrate (88 mg) in ethanol (1 ml) was added a 1N aqueous sodium hydroxide solution (180 μl), and the mixture was stirred at room temperature for 6 hours. The reaction mixture was purified by medium pressure liquid column chromatography on ODS using a mixture of methanol and water (1/1) as eluent to give 51 mg of sodium 4-[5-[2-[2-(2-ethoxyphenoxy)ethylamino]propyl]-7-carbamoylindolin-1-yl]butyrate as a...